This data is from the Open Reaction Database (ORD), a public repository of structured organic reaction records. The task is: describe an organic reaction: reactants, conditions, products, and yield The reactants are CC(OS(C)(=O)=O)C1(F)CCN(C(=O)OCc2ccccc2)C1, CN(C)C=O, [N-]=[N+]=[N-], [Na+], O. Yields the product CC(N=[N+]=[N-])C1(F)CCN(C(=O)OCc2ccccc2)C1. As a reaction SMILES: [CH2:1]([c:2]1[cH:3][cH:4][cH:5][cH:6][cH:7]1)[O:8][C:9](=[O:10])[N:11]1[CH2:12][C:13]([CH:16]([CH3:17])[O:18][S:19]([CH3:20])(=[O:21])=[O:22])([F:23])[CH2:14][CH2:15]1.[CH3:28][N:29]([CH3:30])[CH:31]=[O:32].[N-:25]=[N+:26]=[N-:27].[Na+:24].[OH2:33]>>[CH2:1]([c:2]1[cH:3][cH:4][cH:5][cH:6][cH:7]1)[O:8][C:9](=[O:10])[N:11]1[CH2:12][C:13]([CH:16]([CH3:17])[N:25]=[N+:26]=[N-:27])([F:23])[CH2:14][CH2:15]1. The reactants are COC=C[C@@H]1CC[C@H](CC1)C1=CC=C(C#N)C=C1 (4-{trans-4'-(2-methoxyethenyl)cyclohexyl}benzonitrile), Cl (hydrochloric acid). Solvent: O1CCCC1 (tetrahydrofuran). The product is C(=O)C[C@@H]1CC[C@H](CC1)C1=CC=C(C#N)C=C1 (4-{trans-4'-(formylmethyl)cyclohexyl}benzonitrile). Yield: 60.1%. RXN SMILES: C[O:2][CH:3]=[CH:4][C@H:5]1[CH2:10][CH2:9][C@H:8]([C:11]2[CH:18]=[CH:17][C:14]([C:15]#[N:16])=[CH:13][CH:12]=2)[CH2:7][CH2:6]1.Cl>O1CCCC1>[CH:3]([CH2:4][C@H:5]1[CH2:6][CH2:7][C@H:8]([C:11]2[CH:12]=[CH:13][C:14]([C:15]#[N:16])=[CH:17][CH:18]=2)[CH2:9][CH2:10]1)=[O:2]. Procedure details: Into a 1 l capacity three-necked flask were added the compound obtained in the above item (ii) (36.2 g, 0.15 mol), 2N-hydrochloric acid (142 ml) and tetrahydrofuran (560 ml), followed by refluxing these for one hour, distilling off tetrahydrofuran, adding water (100 ml) to extract with ethyl acetate, washing the extract with 1N-NaOH aqueous solution, washing with water till the washing water became neutral, drying over magnesium sulfate, removing magnesium sulfate, concentrating under reduced pr... Starting materials: CN1C2=CC=C(C=C2C=2CSC3=C(C12)C=CC=C3)O (11-methyl-6,11-dihydro-5-thia-11-aza-benzo[a]fluoren-8-ol), C(=O)(C(C)(C)C)Cl (PivCl). Procedure: Following the procedure in Example 80, using 11-methyl-6,11-dihydro-5-thia-11-aza-benzo[a]fluoren-8-ol (105 mg, 0.393 mmol) and PivCl (71 mg, 0.59 mmol) as the starting material, the title compound was prepared as a white solid. RXN SMILES: [CH3:1][N:2]1[C:14]2[C:13]3[CH:15]=[CH:16][CH:17]=[CH:18][C:12]=3[S:11][CH2:10][C:9]=2[C:8]2[C:3]1=[CH:4][CH:5]=[C:6]([OH:19])[CH:7]=2.[C:20](Cl)([C:22]([CH3:25])([CH3:24])[CH3:23])=[O:21]>>[CH3:1][N:2]1[C:14]2[C:13]3[CH:15]=[CH:16][CH:17]=[CH:18][C:12]=3[S:11][CH2:10][C:9]=2[C:8]2[C:3]1=[CH:4][CH:5]=[C:6]([O:19][C:20](=[O:21])[C:22]([CH3:25])([CH3:24])[CH3:23])[CH:7]=2. The product is CN1C2=CC=C(C=C2C=2CSC3=C(C12)C=CC=C3)OC(C(C)(C)C)=O (2,2-dimethyl-propionic acid 11-methyl-6,11-dihydro-5-thia-11-aza-benzo[a]fluoren-8-yl ester). Starting materials: CC1=C(C=C(C(=O)NC2=CC(=CC(=C2)C(F)(F)F)N2C(=NC=C2)C)C=C1)[N+](=O)[O-] (4-Methyl-N-(3-(2-methyl-1H-imidazole-1-yl)-5-(trifluoromethyl)phenyl)-3-nitrobenzamide), O.O.Cl[Sn]Cl (SnCl2.2H2O). Solvent: C(C)(=O)OCC (ethyl acetate), C(C)O (ethanol). Reaction conditions: temperature 80 celsius, time 3 hour. Product: NC=1C=C(C(=O)NC2=CC(=CC(=C2)C(F)(F)F)N2C(=NC=C2)C)C=CC1C (3-Amino-4-methyl-N-(3-(2-methyl-1H-imidazole-1-yl)-5-(trifluoromethyl)phenyl)benzamide). As a reaction SMILES: [CH3:1][C:2]1[CH:26]=[CH:25][C:5]([C:6]([NH:8][C:9]2[CH:14]=[C:13]([C:15]([F:18])([F:17])[F:16])[CH:12]=[C:11]([N:19]3[CH:23]=[CH:22][N:21]=[C:20]3[CH3:24])[CH:10]=2)=[O:7])=[CH:4][C:3]=1[N+:27]([O-])=O.O.O.Cl[Sn]Cl>C(O)C.C(OCC)(=O)C>[NH2:27][C:3]1[CH:4]=[C:5]([CH:25]=[CH:26][C:2]=1[CH3:1])[C:6]([NH:8][C:9]1[CH:14]=[C:13]([C:15]([F:16])([F:17])[F:18])[CH:12]=[C:11]([N:19]2[CH:23]=[CH:22][N:21]=[C:20]2[CH3:24])[CH:10]=1)=[O:7] |f:1.2.3|. Procedure: The compound (27 g, 72.1 mmol) obtained in Step 2 of Preparation Example 6 was dissolved in ethanol (300 mL), SnCl2.2H2O (81 g, 360 mmol) was added thereto and stirred at 80° C. for 3 hours. The reaction mixture was cooled to room temperature and diluted with ethyl acetate. The organic layer was washed with sat. NaHCO3 solution several times. The organic layer was dried with anhydrous MgSO4, filtered and concentrated to obtain the title compound without further purification.